Dataset: the Open Reaction Database (ORD), a public repository of structured organic reaction records. Task: describe an organic reaction: reactants, conditions, products, and yield Reactants: CC(C)(C)OC(=O)CBr, C1CCOC1, CC(C)c1ccc(-c2csc(NCc3cccs3)n2)cc1, [H-], [Na+]. Yields the product CC(C)c1ccc(-c2csc(N(CC(=O)OC(C)(C)C)Cc3cccs3)n2)cc1. As a reaction SMILES: [Br:22][CH2:23][C:24](=[O:25])[O:26][C:27]([CH3:28])([CH3:29])[CH3:30].[CH2:33]1[O:34][CH2:35][CH2:36][CH2:37]1.[CH:1]([CH3:2])([CH3:3])[c:4]1[cH:5][cH:6][c:7](-[c:10]2[n:11][c:12]([NH:15][CH2:16][c:17]3[s:18][cH:19][cH:20][cH:21]3)[s:13][cH:14]2)[cH:8][cH:9]1.[H-:32].[Na+:31]>>[CH:1]([CH3:2])([CH3:3])[c:4]1[cH:5][cH:6][c:7](-[c:10]2[n:11][c:12]([N:15]([CH2:16][c:17]3[s:18][cH:19][cH:20][cH:21]3)[CH2:23][C:24](=[O:25])[O:26][C:27]([CH3:28])([CH3:29])[CH3:30])[s:13][cH:14]2)[cH:8][cH:9]1. Reaction conditions: temperature 25 celsius, time 3 hour. Starting materials: Cl (HCl), C(C1=CC=CC=C1)N1C(N(CC1)[C@H](C(=O)N[C@H]([C@H](C[C@H](CC1=CC=C(C=C1)C1=NC(=CC=C1)OC)NC(OCC1=CC=CC=C1)=O)O)CC1=CC=CC=C1)C(C)(C)C)=O (benzyl(1S,3S,4S)-4-{[(2S)-2-(3-benzyl-2-oxo-1-imidazolidinyl)-3,3-dimethylbutanoyl]amino}-3-hydroxy-1-[4-(6-methoxy-2-pyridinyl)benzyl]-5-phenylpentylcarbamate). Run in CO (methanol). Reaction SMILES: [CH2:1]([N:8]1[CH2:12][CH2:11][N:10]([C@@H:13]([C:55]([CH3:58])([CH3:57])[CH3:56])[C:14]([NH:16][C@@H:17]([CH2:48][C:49]2[CH:54]=[CH:53][CH:52]=[CH:51][CH:50]=2)[C@@H:18]([OH:47])[CH2:19][C@@H:20]([NH:36]C(=O)OCC2C=CC=CC=2)[CH2:21][C:22]2[CH:27]=[CH:26][C:25]([C:28]3[CH:33]=[CH:32][CH:31]=[C:30]([O:34][CH3:35])[N:29]=3)=[CH:24][CH:23]=2)=[O:15])[C:9]1=[O:59])[C:2]1[CH:7]=[CH:6][CH:5]=[CH:4][CH:3]=1.Cl>CO.[Pd]>[NH2:36][C@@H:20]([CH2:21][C:22]1[CH:23]=[CH:24][C:25]([C:28]2[CH:33]=[CH:32][CH:31]=[C:30]([O:34][CH3:35])[N:29]=2)=[CH:26][CH:27]=1)[CH2:19][C@H:18]([OH:47])[C@@H:17]([NH:16][C:14](=[O:15])[C@@H:13]([N:10]1[CH2:11][CH2:12][N:8]([CH2:1][C:2]2[CH:7]=[CH:6][CH:5]=[CH:4][CH:3]=2)[C:9]1=[O:59])[C:55]([CH3:58])([CH3:57])[CH3:56])[CH2:48][C:49]1[CH:54]=[CH:53][CH:52]=[CH:51][CH:50]=1. Reagents/catalysts: [Pd] (Pd on carbon). Reported procedure: A solution containing the product from Example 114A (0.049 mmol) in methanol (1 mL) was treated with Pd on carbon (0.005 g, 10% Pd by wt.) and HCl solution (0.050 mL, 4N in dioxane), stirred under a hydrogen atmosphere (balloon pressure) at 25° C. for 3 hours, filtered through a bed of celite®, rinsed with methanol, and concentrated to give the title compound as the hydrochloride salt. Yields the product N[C@H](C[C@@H]([C@H](CC1=CC=CC=C1)NC([C@H](C(C)(C)C)N1C(N(CC1)CC1=CC=CC=C1)=O)=O)O)CC1=CC=C(C=C1)C1=NC(=CC=C1)OC ((2S)-N-{(1S,2S,4S)-4-amino-1-benzyl-2-hydroxy-5-[4-(6-methoxy-2-pyridinyl)phenyl]pentyl}-2-(3-benzyl-2-oxo-1-imidazolidinyl)-3,3-dimethylbutanamide), hydrochloride salt. Reactants: CCCCCCCCCCSCCO, ClCCl, CS(C)=O, CCN(C(C)C)C(C)C, O, O=S(=O)=O, c1ccncc1. Product: CCCCCCCCCCSCC=O. As a reaction SMILES: [CH2:1]([CH2:2][CH2:3][CH2:4][CH2:5][CH2:6][CH2:7][CH2:8][CH2:9][CH3:10])[S:11][CH2:12][CH2:13][OH:14].[CH2:39]([Cl:40])[Cl:41].[CH3:35][S:36](=[O:37])[CH3:38].[CH:15]([N:16]([CH2:17][CH3:18])[CH:19]([CH3:20])[CH3:21])([CH3:22])[CH3:23].[OH2:34].[S:30](=[O:31])(=[O:32])=[O:33].[n:24]1[cH:25][cH:26][cH:27][cH:28][cH:29]1>>[CH2:1]([CH2:2][CH2:3][CH2:4][CH2:5][CH2:6][CH2:7][CH2:8][CH2:9][CH3:10])[S:11][CH2:12][CH:13]=[O:14]. The reactants are C(C)(C)(C)OC(NC1=CC=C(C=C1)SC1=C(C=C(C=C1)C(NC1=CC(=CC=C1)Br)=O)NC=1C2=C(N=CN1)N=C(C=C2)C(C)C)=O ({4-[4-(3-Bromo-phenylcarbamoyl)-2-(7-isopropyl-pyrido[2,3-d]pyrimidin-4-ylamino)-phenylsulfanyl]-phenyl}-carbamic acid tert-butyl ester), FC(C(=O)O)(F)F (trifluoroacetic acid). Solvent: C(Cl)Cl (methylene chloride). The product is NC1=CC=C(C=C1)SC1=C(C=C(C(=O)NC2=CC(=CC=C2)Br)C=C1)NC=1C2=C(N=CN1)N=C(C=C2)C(C)C (4-(4-Amino-phenylsulfanyl)-N-(3-bromo-phenyl)-3-(7-isopropyl-pyrido[2,3-d]pyrimidin-4-ylamino)-benzamide), FC(C(=O)O)(F)F (trifluoroacetic acid). As a reaction SMILES: C(OC(=O)[NH:7][C:8]1[CH:13]=[CH:12][C:11]([S:14][C:15]2[CH:20]=[CH:19][C:18]([C:21](=[O:30])[NH:22][C:23]3[CH:28]=[CH:27][CH:26]=[C:25]([Br:29])[CH:24]=3)=[CH:17][C:16]=2[NH:31][C:32]2[C:33]3[CH:41]=[CH:40][C:39]([CH:42]([CH3:44])[CH3:43])=[N:38][C:34]=3[N:35]=[CH:36][N:37]=2)=[CH:10][CH:9]=1)(C)(C)C.[F:46][C:47]([F:52])([F:51])[C:48]([OH:50])=[O:49]>C(Cl)Cl>[NH2:7][C:8]1[CH:13]=[CH:12][C:11]([S:14][C:15]2[CH:20]=[CH:19][C:18]([C:21]([NH:22][C:23]3[CH:28]=[CH:27][CH:26]=[C:25]([Br:29])[CH:24]=3)=[O:30])=[CH:17][C:16]=2[NH:31][C:32]2[C:33]3[CH:41]=[CH:40][C:39]([CH:42]([CH3:44])[CH3:43])=[N:38][C:34]=3[N:35]=[CH:36][N:37]=2)=[CH:10][CH:9]=1.[F:46][C:47]([F:52])([F:51])[C:48]([OH:50])=[O:49]. Procedure: The product of Example 64B was treated with trifluoroacetic acid (3 mL) in methylene chloride (3 mL) at room temperature for 30 minutes. The solvents were removed under vacuum to provide the title compound as a trifluoroacetic acid salt. 1H NMR (300 MHz, DMSO-D6) δ ppm: 1.37 (d, J=6.99 Hz, 6 H) 3.30 (m, 1 H) 6.65 (d, J=8.46 Hz, 2 H) 6.97 (d, J=8.46 Hz, 1 H) 7.16 (d, J=8.46 Hz, 2 H) 7.30 (m, 2 H) 7.72 (m, 1 H) 7.88 (dd, J=8.46, 1.84 Hz, 1 H) 7.96 (m, 2 H) 8.05 (s, 1 H) 8.92 (s, 1 H) 9.07 (d, J=8....